describe an organic reaction: reactants, conditions, products, and yield From a dataset of the Open Reaction Database (ORD), a public repository of structured organic reaction records. Reactants: OCC1=NC=C(C(=C1)OC)CCCC (2-hydroxymethyl-4-methoxy-5-n-butyl-pyridine), Cl (hydrochloric acid), CC(=O)C (acetone). Run in CO (methanol), CCOCC (ether). The product is Cl.OCC1=NC=C(C(=C1)OC)CCCC (2-Hydroxymethyl-4-methoxy-5-n-butyl-pyridine hydrochloride). Reaction SMILES: [OH:1][CH2:2][C:3]1[CH:8]=[C:7]([O:9][CH3:10])[C:6]([CH2:11][CH2:12][CH2:13][CH3:14])=[CH:5][N:4]=1.[ClH:15].CC(C)=O>CO.CCOCC>[ClH:15].[OH:1][CH2:2][C:3]1[CH:8]=[C:7]([O:9][CH3:10])[C:6]([CH2:11][CH2:12][CH2:13][CH3:14])=[CH:5][N:4]=1 |f:5.6|. Procedure details: A solution of 2-hydroxymethyl-4-methoxy-5-n-butyl-pyridine in methanol is adjusted to pH 1 with hydrochloric acid in ether and evaporated to dryness. The water which still adheres is distilled off azeotropically with toluene. The residue thus obtained is digested with acetone and the crystalline product is filtered off. 2-Hydroxymethyl-4-methoxy-5-n-butyl-pyridine hydrochloride of melting point 136°-137° is thus obtained. Starting materials: OC=1C(=CC2=CC=CC(=C2C1)O)C(=O)OC (Methyl 3,5-dihydroxy-2-naphthoate), C([O-])([O-])=O.[K+].[K+] (potassium carbonate), CC(=O)C (acetone), COS(=O)(=O)OC (dimethylsulfate), C([O-])([O-])=O.[K+].[K+] (potassium carbonate). Solvent: O (water), ClCCl (Dichloromethane). Product: OC=1C(=CC2=CC=CC(=C2C1)OC)C(=O)OC (methyl 3-hydroxy-5-methoxy-2-naphthoate). Yield: 68.9%. As a reaction SMILES: [OH:1][C:2]1[C:3]([C:13]([O:15][CH3:16])=[O:14])=[CH:4][C:5]2[C:10]([CH:11]=1)=[C:9]([OH:12])[CH:8]=[CH:7][CH:6]=2.[C:17](=O)([O-])[O-].[K+].[K+].CC(C)=O.COS(OC)(=O)=O>ClCCl.O>[OH:1][C:2]1[C:3]([C:13]([O:15][CH3:16])=[O:14])=[CH:4][C:5]2[C:10]([CH:11]=1)=[C:9]([O:12][CH3:17])[CH:8]=[CH:7][CH:6]=2 |f:1.2.3|. Reported procedure: Methyl 3,5-dihydroxy-2-naphthoate (3.27 g; 15 mmole) was mixed with potassium carbonate (3 g; 22 mmole), acetone (50 μL) was added and then dimethylsulfate (Merck) (1.56 mL; 16.5 mmole) was slowly added drop by drop. The reaction mixture was refluxed for 2 hours, cooled to room temperature and water (100 mL) was added thereto, whereat all potassium carbonate was dissolved. Dichloromethane (100 mL) was added to the solution and the layers were separated. The organic layer was dried over anhydrous...